This data is from the Open Reaction Database (ORD), a public repository of structured organic reaction records. The task is: describe an organic reaction: reactants, conditions, products, and yield Starting materials: C(O)([O-])=O.[Na+] (sodium hydrogencarbonate), BrCCO (2-bromoethanol), N1C=NC=C1 (imidazole), C(C)(C)(C)[Si](Cl)(C)C (t-butyldimethylchlorosilane). Run in CN(C=O)C (N,N-dimethylformamide). Run at temperature 0 celsius, time 3 hour. Yields the product BrCCO[Si](C)(C)C(C)(C)C (1-bromo-2-(t-butyldimethylsiloxy)ethane). Isolated yield 75.8%. As a reaction SMILES: [Br:1][CH2:2][CH2:3][OH:4].N1C=CN=C1.[C:10]([Si:14]([CH3:17])([CH3:16])Cl)([CH3:13])([CH3:12])[CH3:11].C(=O)([O-])O.[Na+]>CN(C)C=O>[Br:1][CH2:2][CH2:3][O:4][Si:14]([C:10]([CH3:13])([CH3:12])[CH3:11])([CH3:17])[CH3:16] |f:3.4|. Reported procedure: 10.0 g (corresponding to 80.0 mmol) of 2-bromoethanol and 10.9 g (corresponding to 160 mmol) of imidazole were dissolved in 100 mL of N,N-dimethylformamide (DMF), and cooled to 0° C. Then, 12.1 g (corresponding to 80.0 mmol) of t-butyldimethylchlorosilane (TBDMSCl) was added thereto. After the reaction mixture was stirred at room temperature for 3 hours, a saturated aqueous sodium hydrogencarbonate solution was added, and extracted three times with ethyl acetate. The combined ethyl acetate layer... Reactants: Cl, CCOC(=O)COc1ccc2nc3c4ccccc4c(=O)n(-c4ccc([N+](=O)[O-])cc4)c3n2c1, CN(C)C=O. Yields the product Cl, O=C(O)COc1ccc2nc3c4ccccc4c(=O)n(-c4ccc([N+](=O)[O-])cc4)c3n2c1. Reaction SMILES: [ClH:35].[N+:1](=[O:2])([O-:3])[c:4]1[cH:5][cH:6][c:7](-[n:10]2[c:11](=[O:34])[c:12]3[cH:13][cH:14][cH:15][cH:16][c:17]3[c:18]3[c:19]2[n:20]2[c:21]([n:22]3)[cH:23][cH:24][c:25]([O:27][CH2:28][C:29](=[O:30])[O:31][CH2:32][CH3:33])[cH:26]2)[cH:8][cH:9]1.[O:36]=[CH:37][N:38]([CH3:39])[CH3:40]>>[ClH:35].[N+:1](=[O:2])([O-:3])[c:4]1[cH:5][cH:6][c:7](-[n:10]2[c:11](=[O:34])[c:12]3[cH:13][cH:14][cH:15][cH:16][c:17]3[c:18]3[c:19]2[n:20]2[c:21]([n:22]3)[cH:23][cH:24][c:25]([O:27][CH2:28][C:29](=[O:30])[OH:31])[cH:26]2)[cH:8][cH:9]1. The reactants are [Zn](C#N)C#N, c1(c(cc(c(c1)C)C=O)F)Br. The reagents and catalysts are c1ccc(cc1)-c2c3ccccc3cc4ccccc24 (9-Phenylanthracene), c1(c(P(C2CCCCC2)C2CCCCC2)cccc1)c1c(OC)cccc1OC (Pd(OAc)2/SPhos), C(O[Pd]OC(C)=O)(C)=O (Pd(OAc)2). Run in CS(=O)C (DMSO). Run at temperature 100 celsius, time 18 hour. Yields the product Cc1cc(Br)c(F)cc1C=O. As a reaction SMILES: [CH3:1][c:2]1[c:9]([CH:10]=[O:11])[cH:8][c:6]([F:7])[c:4]([Br:5])[cH:3]1.N#C[Zn]C#N>>[CH3:1][c:2]1[c:9]([CH:10]=[O:11])[cH:8][c:6]([F:7])[c:4]([Br:5])[cH:3]1. Conditions: temperature 40 celsius, time 4 hour. Reaction SMILES: [CH2:1]([O:3][C:4]([C:6]1[C:15]2[C:10](=[C:11]([O:18][CH3:19])[CH:12]=[C:13]([O:16][CH3:17])[CH:14]=2)[C:9]([CH2:20][N:21]2C(=O)C3C(=CC=CC=3)C2=O)=[N:8][CH:7]=1)=[O:5])[CH3:2].O.NN.C(O)C>>[CH2:1]([O:3][C:4]([C:6]1[C:15]2[C:10](=[C:11]([O:18][CH3:19])[CH:12]=[C:13]([O:16][CH3:17])[CH:14]=2)[C:9]([CH2:20][NH2:21])=[N:8][CH:7]=1)=[O:5])[CH3:2] |f:1.2.3|. Reactants: C(C)OC(=O)C1=CN=C(C2=C(C=C(C=C12)OC)OC)CN1C(C2=CC=CC=C2C1=O)=O (1-(1,3-dioxo-1,3-dihydro-isoindol-2-ylmethyl)-6,8-dimethoxy-isoquinoline-4-carboxylic acid ethyl ester), O.NN.C(C)O (ethanol hydrazine monohydrate). The product is C(C)OC(=O)C1=CN=C(C2=C(C=C(C=C12)OC)OC)CN (1-aminomethyl-6,8-dimethoxy-isoquinoline-4-carboxylic acid ethyl ester). Procedure details: To a solution of 1-(1,3-dioxo-1,3-dihydro-isoindol-2-ylmethyl)-6,8-dimethoxy-isoquinoline-4-carboxylic acid ethyl ester (1.22 g, 2.90 mmol) in 80 mL of absolute ethanol hydrazine monohydrate (1.59 g, 31.8 mmol) was added and the mixture was stirred under a nitrogen atmosphere at 40° C. After 4 h, the reaction was cooled to room temperature, and the phthalhydrazide precipitate was removed by filtration, rinsing with ethanol. The filtrate was concentrated under reduced pressure to give 1.04 g of c... Isolated yield 123.5%. Reactants: CC(=O)O, Cc1cc(OC(CC=O)C(=O)N2C(=O)OCC2Cc2ccccc2)ccc1F, CNCCCc1ccc(F)c(C)c1. The product is Cc1cc(CCCN(C)CCC(Oc2ccc(F)c(C)c2)C(=O)N2C(=O)OCC2Cc2ccccc2)ccc1F. As a reaction SMILES: [C:42]([OH:43])(=[O:44])[CH3:45].[CH2:1]([c:2]1[cH:3][cH:4][cH:5][cH:6][cH:7]1)[CH:8]1[N:9]([C:14]([CH:15]([CH2:16][CH:17]=[O:18])[O:19][c:20]2[cH:21][c:22]([CH3:27])[c:23]([F:26])[cH:24][cH:25]2)=[O:28])[C:10](=[O:13])[O:11][CH2:12]1.[F:29][c:30]1[c:31]([CH3:41])[cH:32][c:33]([CH2:36][CH2:37][CH2:38][NH:39][CH3:40])[cH:34][cH:35]1>>[CH2:1]([c:2]1[cH:3][cH:4][cH:5][cH:6][cH:7]1)[CH:8]1[N:9]([C:14]([CH:15]([CH2:16][CH2:17][N:39]([CH2:38][CH2:37][CH2:36][c:33]2[cH:32][c:31]([CH3:41])[c:30]([F:29])[cH:35][cH:34]2)[CH3:40])[O:19][c:20]2[cH:21][c:22]([CH3:27])[c:23]([F:26])[cH:24][cH:25]2)=[O:28])[C:10](=[O:13])[O:11][CH2:12]1. The reactants are O (H2O), CC=1SC(=CC1CC(=O)OC)C (methyl 2,5-dimethyl-3-thiophene acetate), C(C)(=O)Cl (acetylchloride), [Sn](Cl)(Cl)(Cl)Cl (tin (IV) chloride). The solvent is C(Cl)Cl (CH2Cl2), C(Cl)Cl (CH2Cl2). Run at time 2 hour. Yields the product CC=1SC(=C(C1CC(=O)OC)C(C)=O)C (Methyl 2,5-dimethyl-4-acetyl-3-thiophene acetate). Yield: 98.7%. As a reaction SMILES: [CH3:1][C:2]1[S:3][C:4]([CH3:12])=[CH:5][C:6]=1[CH2:7][C:8]([O:10][CH3:11])=[O:9].[C:13](Cl)(=[O:15])[CH3:14].[Sn](Cl)(Cl)(Cl)Cl.O>C(Cl)Cl>[CH3:1][C:2]1[S:3][C:4]([CH3:12])=[C:5]([C:13](=[O:15])[CH3:14])[C:6]=1[CH2:7][C:8]([O:10][CH3:11])=[O:9]. Procedure details: A solution of methyl 2,5-dimethyl-3-thiophene acetate (33.2 g, 0.18 mol) in CH2Cl2 (150 ml) was added to a solution of acetylchloride (15.5 ml, 0.216 mol) and tin (IV) chloride (23.2 ml, 0.198 mol) in CH2Cl2 (200 ml) at 0°-5° C. over a 15 minute period. The solution became a deep red color and was stirred at 0°-5° C. for two hours. H2O (200 ml) was added to the mixture, and the organic layer was separated, washed with saturated aqueous NaHCO3 (1×100 ml), dried over MgSO4, and treated with activa...